Task: describe an organic reaction: reactants, conditions, products, and yield. Dataset: the Open Reaction Database (ORD), a public repository of structured organic reaction records Starting materials: OC(CC(C)C)C1=C(C=NC=2N(C(N(C(C21)=O)CCCOC2OCCCC2)=O)C)OC2=CC(=CC=C2)OC(F)(F)F (5-(1-hydroxy-3-methylbutyl)-1-methyl-3-(3-((tetrahydro-2H-pyran-2-yl)oxy) propyl)-6-(3-(trifluoromethoxy)phenoxy)pyrido[2,3-d]pyrimidine-2,4(1H,3H)-dione), OC(CC(C)C)C1=C(C=NC=2N(C(N(C(C21)=O)CCCOC2OCCCC2)=O)C)OC2=CC(=CC=C2)OC(F)(F)F (5-(1-hydroxy-3-methylbutyl)-1-methyl-3-(3-((tetrahydro-2H-pyran-2-yl)oxy) propyl)-6-(3-(trifluoromethoxy)phenoxy)pyrido[2,3-d]pyrimidine-2,4(1H,3H)-dione). Reagents/catalysts: [Zn] (Zn). Solvent: C(=O)O (HCOOH). Reaction conditions: temperature 100 celsius. Yields the product C(=O)OCCCN1C(N(C2=C(C1=O)C(=C(C=N2)OC2=CC(=CC=C2)OC(F)(F)F)CCC(C)C)C)=O (3-(5-isopentyl-1-methyl-2,4-dioxo-6-(3-(trifluoromethoxy)phenoxy)-1,2-dihydropyrido[2,3-d]pyrimidin-3(4H)-yl)propyl formate). Yield: 95.3%. RXN SMILES: O[CH:2]([C:7]1[C:16]2[C:15](=[O:17])[N:14]([CH2:18][CH2:19][CH2:20][O:21][CH:22]3CCCC[O:23]3)[C:13](=[O:28])[N:12]([CH3:29])[C:11]=2[N:10]=[CH:9][C:8]=1[O:30][C:31]1[CH:36]=[CH:35][CH:34]=[C:33]([O:37][C:38]([F:41])([F:40])[F:39])[CH:32]=1)[CH2:3][CH:4]([CH3:6])[CH3:5]>C(O)=O.[Zn]>[CH:22]([O:21][CH2:20][CH2:19][CH2:18][N:14]1[C:15](=[O:17])[C:16]2[C:7]([CH2:2][CH2:3][CH:4]([CH3:6])[CH3:5])=[C:8]([O:30][C:31]3[CH:36]=[CH:35][CH:34]=[C:33]([O:37][C:38]([F:39])([F:40])[F:41])[CH:32]=3)[CH:9]=[N:10][C:11]=2[N:12]([CH3:29])[C:13]1=[O:28])=[O:23]. Procedure details: To a solution of 5-(1-hydroxy-3-methylbutyl)-1-methyl-3-(3-((tetrahydro-2H-pyran-2-yl)oxy) propyl)-6-(3-(trifluoromethoxy)phenoxy)pyrido[2,3-d]pyrimidine-2,4(1H,3H)-dione (See Compound 46, step 2, 60 mg, 0.103 mmol) in HCOOH (4 mL) was added Zn dust (34 mg, 0.515 mmol). The reaction was heated at 100° C. for 3 h, cooled to RT and filtered. The filtrate was concentrated and dried to give 3-(5-isopentyl-1-methyl-2,4-dioxo-6-(3-(trifluoromethoxy)phenoxy)-1,2-dihydropyrido[2,3-d]pyrimidin-3(4H)-yl)p... The solvent is O (water), C(C)(=O)O (acetic acid). Procedure: 7-L-arginylamino-4-methylcoumarin hydrochloric acid salt hemihydrate (754 mg, 2 mM) was dissolved in a mixture of DMF (10 ml) and water (10 ml), and carbobenzoxy-L-phenylalanine N-hydroxysuccinimide ester (1.03 g, 2.6 mM) was added thereto. This mixture was stirred for 15 hours at room temperature and concentrated to yield a solid material. The material was purified by column chromatography (2×15 cm) using silica gel as adsorbent and a ternary mixture of chloroform, methylalcohol and acetic acid... Reaction conditions: time 15 hour. The product is Cl.C(=O)(OCC1=CC=CC=C1)N[C@@H](CC1=CC=CC=C1)C(=O)N[C@@H](CCCNC(N)=N)C(=O)NC1=CC=C2C(=CC(OC2=C1)=O)C (7-(Nα -carbobenzoxy-L-phenylalanyl-L-arginyl)amino-4-methylcoumarin hydrochloric acid salt). Starting materials: O.Cl.N[C@@H](CCCNC(N)=N)C(=O)NC1=CC=C2C(=CC(OC2=C1)=O)C.N[C@@H](CCCNC(N)=N)C(=O)NC1=CC=C2C(=CC(OC2=C1)=O)C.Cl (7-L-arginylamino-4-methylcoumarin hydrochloric acid salt hemihydrate), carbobenzoxy-L-phenylalanine N-hydroxysuccinimide ester, CN(C)C=O (DMF). As a reaction SMILES: [OH2:1].[ClH:2].[NH2:3][C@H:4]([C:12]([NH:14][C:15]1[CH:24]=[C:23]2[C:18]([C:19]([CH3:26])=[CH:20][C:21](=[O:25])[O:22]2)=[CH:17][CH:16]=1)=[O:13])[CH2:5][CH2:6][CH2:7][NH:8][C:9](=[NH:11])[NH2:10].N[C@H](C(N[C:39]1[CH:48]=[C:47]2[C:42]([C:43](C)=[CH:44][C:45](=[O:49])O2)=[CH:41][CH:40]=1)=O)CCCNC(=N)N.Cl.C[N:53]([CH:55]=[O:56])C>O.C(O)(=O)C>[ClH:2].[C:55]([NH:53][C@H:44]([C:45]([NH:3][C@H:4]([C:12]([NH:14][C:15]1[CH:24]=[C:23]2[C:18]([C:19]([CH3:26])=[CH:20][C:21](=[O:25])[O:22]2)=[CH:17][CH:16]=1)=[O:13])[CH2:5][CH2:6][CH2:7][NH:8][C:9](=[NH:10])[NH2:11])=[O:49])[CH2:43][C:42]1[CH:41]=[CH:40][CH:39]=[CH:48][CH:47]=1)([O:56][CH2:19][C:18]1[CH:23]=[CH:24][CH:15]=[CH:16][CH:17]=1)=[O:1] |f:0.1.2.3.4,8.9|. Reactants: BrC1=CC=2N(C=C1)C=C(N2)CCl (7-bromo-2-chloromethylimidazo[1,2-a]pyridine), C[O-].[Na+] (sodium methoxide). Solvent: CO (methanol). Yields the product BrC1=CC=2N(C=C1)C=C(N2)COC (7-Bromo-2-methoxymethylimidazo[1,2-a]pyridine). The yield is 33.9%. As a reaction SMILES: [Br:1][C:2]1[CH:7]=[CH:6][N:5]2[CH:8]=[C:9]([CH2:11]Cl)[N:10]=[C:4]2[CH:3]=1.[CH3:13][O-:14].[Na+]>CO>[Br:1][C:2]1[CH:7]=[CH:6][N:5]2[CH:8]=[C:9]([CH2:11][O:14][CH3:13])[N:10]=[C:4]2[CH:3]=1 |f:1.2|. Procedure: To a solution of 81 mg (0.33 mmol) of 7-bromo-2-chloromethylimidazo[1,2-a]pyridine, prepared according to the protocol described in step 8.3, in 3 mL of anhydrous methanol, stirred at room temperature under an inert atmosphere, are added 35 mg (0.99 mmol) of sodium methoxide. The reaction mixture is stirred at 100° C. for 4 hours. After this time, the reaction medium, cooled to room temperature, is concentrated under reduced pressure, diluted with 10 mL of chloroform and then washed with 10 mL o... The reactants are CC(O)(c1ccccc1)C1CCNCC1, CC(=O)CC(C)C, O=C(CCCCl)c1ccc(F)cc1, [I-], [Na+], [Na+], [Na+], O=C([O-])[O-]. Product: CC(O)(c1ccccc1)C1CCN(CCCC(=O)c2ccc(F)cc2)CC1. RXN SMILES: [CH3:1][C:2]([c:3]1[cH:4][cH:5][cH:6][cH:7][cH:8]1)([CH:9]1[CH2:10][CH2:11][NH:12][CH2:13][CH2:14]1)[OH:15].[CH3:37][CH:38]([CH3:39])[CH2:40][C:41](=[O:42])[CH3:43].[F:16][c:17]1[cH:18][cH:19][c:20]([C:23]([CH2:24][CH2:25][CH2:26][Cl:27])=[O:28])[cH:21][cH:22]1.[I-:36].[Na+:29].[Na+:30].[Na+:35].[O-:31][C:32](=[O:33])[O-:34]>>[CH3:1][C:2]([c:3]1[cH:4][cH:5][cH:6][cH:7][cH:8]1)([CH:9]1[CH2:10][CH2:11][N:12]([CH2:26][CH2:25][CH2:24][C:23]([c:20]2[cH:19][cH:18][c:17]([F:16])[cH:22][cH:21]2)=[O:28])[CH2:13][CH2:14]1)[OH:15]. Starting materials: CC1CN(c2ccc3nnc(C(F)(F)F)n3n2)C(C)CN1Cc1ccccc1, CCO, Cl. Product: CC1CN(c2ccc3nnc(C(F)(F)F)n3n2)C(C)CN1. As a reaction SMILES: [CH2:1]([c:2]1[cH:3][cH:4][cH:5][cH:6][cH:7]1)[N:8]1[CH2:9][CH:10]([CH3:28])[N:11]([c:15]2[cH:16][cH:17][c:18]3[n:19]([n:20]2)[c:21]([C:24]([F:25])([F:26])[F:27])[n:22][n:23]3)[CH2:12][CH:13]1[CH3:14].[CH3:30][CH2:31][OH:32].[ClH:29]>>[NH:8]1[CH2:9][CH:10]([CH3:28])[N:11]([c:15]2[cH:16][cH:17][c:18]3[n:19]([n:20]2)[c:21]([C:24]([F:25])([F:26])[F:27])[n:22][n:23]3)[CH2:12][CH:13]1[CH3:14]. Starting materials: ClC1=NC2=C(C=CC=C2C(=N1)N1CC2=CC=CC=C2CC1)OC (2-Chloro-8-Methoxy-4-(1,2,3,4-Tetrahydroisoquinoline-2-Yl)Quinazoline), NC1=CC=CC=C1 (aniline). The solvent is CN(C=O)C (dimethylform-amide). The product is Cl.COC=1C=CC=C2C(=NC(=NC12)NC1=CC=CC=C1)N1CC2=CC=CC=C2CC1 (8-Methoxy-2-(phenylamino)-4-(1,2,3,4-Tetrahydroisoquinoline-2-Yl)Quinazoline Hydrochloride). Isolated yield 73.0%. As a reaction SMILES: [Cl:1][C:2]1[N:11]=[C:10]([N:12]2[CH2:21][CH2:20][C:19]3[C:14](=[CH:15][CH:16]=[CH:17][CH:18]=3)[CH2:13]2)[C:9]2[C:4](=[C:5]([O:22][CH3:23])[CH:6]=[CH:7][CH:8]=2)[N:3]=1.[NH2:24][C:25]1[CH:30]=[CH:29][CH:28]=[CH:27][CH:26]=1>CN(C)C=O>[ClH:1].[CH3:23][O:22][C:5]1[CH:6]=[CH:7][CH:8]=[C:9]2[C:4]=1[N:3]=[C:2]([NH:24][C:25]1[CH:30]=[CH:29][CH:28]=[CH:27][CH:26]=1)[N:11]=[C:10]2[N:12]1[CH2:21][CH2:20][C:19]2[C:14](=[CH:15][CH:16]=[CH:17][CH:18]=2)[CH2:13]1 |f:3.4|. Procedure details: In accordance with the same procedures as in Example 18, except that to a mixture of 1.5 g of the compound (4.6 mM) prepared in Example 4 and 15 ml of dimethylform-amide, 0.65 ml of aniline(6.9 mM) was added, 1.40 g of the title compound was prepared. Starting materials: CS(=O)(=O)O (Methanesulfonic acid), COC=1C=C2C(=CC1OC)C(=O)C(C2)CC3CCN(CC3)CC=4C=CC=CC4 (Donepezil), C(CC)OCCC (dipropyl ether). Solvent: C(C)O (ethanol). The product is COC=1C=C2C(=CC1OC)C(=O)C(C2)CC3CCN(CC3)CC=4C=CC=CC4.S(C)(=O)(=O)[O-] (Donepezil Mesylate). As a reaction SMILES: [CH3:1][S:2]([OH:5])(=[O:4])=[O:3].[CH3:6][O:7][C:8]1[CH:9]=[C:10]2[CH2:19][CH:18]([CH2:20][CH:21]3[CH2:26][CH2:25][N:24]([CH2:27][C:28]4[CH:29]=[CH:30][CH:31]=[CH:32][CH:33]=4)[CH2:23][CH2:22]3)[C:16](=[O:17])[C:11]2=[CH:12][C:13]=1[O:14][CH3:15].C(OCCC)CC>C(O)C>[CH3:6][O:7][C:8]1[CH:9]=[C:10]2[CH2:19][CH:18]([CH2:20][CH:21]3[CH2:22][CH2:23][N:24]([CH2:27][C:28]4[CH:33]=[CH:32][CH:31]=[CH:30][CH:29]=4)[CH2:25][CH2:26]3)[C:16](=[O:17])[C:11]2=[CH:12][C:13]=1[O:14][CH3:15].[S:2]([O-:5])(=[O:4])(=[O:3])[CH3:1] |f:4.5|. Procedure: Methanesulfonic acid (1.3 ml, dissolved in 11 ml of absolute ethanol) is slowly added to a solution of Donepezil (3.79 g) in absolute ethanol (38 ml) with stirring at room temperature, and 50 ml of dipropyl ether is added. The solid precipitated is filtered and dried at 55° C. under vacuum to give the title compound. Melting point: 180.3° C.